This data is from the Open Reaction Database (ORD), a public repository of structured organic reaction records. The task is: describe an organic reaction: reactants, conditions, products, and yield Reactants: CC(C)=CCCC(C)=CCO, CC(=O)C=C(C)C, O=C(O)C(=O)O. Product: CC(=O)C=C(C)CCC=C(C)CCC=C(C)C. RXN SMILES: [CH3:8][C:9]([CH3:10])=[CH:11][CH2:12][CH2:13][C:14]([CH3:15])=[CH:16][CH2:17][OH:18].[O:1]=[C:2]([CH3:3])[CH:4]=[C:5]([CH3:6])[CH3:7].[OH:19][C:20]([C:21](=[O:22])[OH:23])=[O:24]>>[O:1]=[C:2]([CH3:3])[CH:4]=[C:5]([CH3:6])[CH2:7][CH2:17][CH:16]=[C:14]([CH2:13][CH2:12][CH:11]=[C:9]([CH3:8])[CH3:10])[CH3:15]. The reactants are CC=1C(=NC=C(C1)[N+](=O)[O-])N1CCC(CC1)C(=O)OC (Methyl 1-(3-methyl-5-nitropyridin-2-yl)piperidine-4-carboxylate). Reagents/catalysts: [Pd] (Pd/C). Run in CCO (EtOH). Product: NC=1C=C(C(=NC1)N1CCC(CC1)C(=O)OC)C (Methyl 1-(5-amino-3-methylpyridin-2-yl)piperidine-4-carboxylate). The yield is 100.8%. As a reaction SMILES: [CH3:1][C:2]1[C:3]([N:11]2[CH2:16][CH2:15][CH:14]([C:17]([O:19][CH3:20])=[O:18])[CH2:13][CH2:12]2)=[N:4][CH:5]=[C:6]([N+:8]([O-])=O)[CH:7]=1>CCO.[Pd]>[NH2:8][C:6]1[CH:7]=[C:2]([CH3:1])[C:3]([N:11]2[CH2:16][CH2:15][CH:14]([C:17]([O:19][CH3:20])=[O:18])[CH2:13][CH2:12]2)=[N:4][CH:5]=1. Procedure: Methyl 1-(3-methyl-5-nitropyridin-2-yl)piperidine-4-carboxylate (2.40 g) was dissolved in EtOH (86 mL), treated with 10% Pd/C (860 mg) and placed under an atmosphere of hydrogen (balloon). LCMS indicated complete reaction at ˜100 mins. The catalyst was filtered off and solvent removed under vacuum to leave a colourless oil (2.16 g). This was used in the next step without further purification. 1H NMR δ 1.58-1.75 (m, 2H), 1.81-1.91 (m, 2H), 2.10 (s, 3H), 2.37-2.50 (m, 1H), 2.55-2.75 (m, 2H), 2.99-... The reactants are N1(CCCCC1)CC1=CC=C(C=C1)NC(\C=C\C1=CC(=CC=C1)C1=C(C=CC(=C1)C)C)=O ((E)-N-[4-(piperidino-methyl)-phenyl]-3-(2,5-dimethylphenyl)cinnamamide), CI (methyl iodide). The solvent is CN(C)C=O (DMF). Conditions: time 20 hour. Product: [I-].C[N+]1(CCCCC1)CC1=CC=C(C=C1)NC(\C=C\C1=CC(=CC=C1)C1=C(C=CC(=C1)C)C)=O ((E)-1-methyl-1-[4-(3-(2,5-dimethylphenyl)cinnamamido)benzyl]-piperidinium iodide). The yield is 82.4%. RXN SMILES: [N:1]1([CH2:7][C:8]2[CH:13]=[CH:12][C:11]([NH:14][C:15](=[O:32])/[CH:16]=[CH:17]/[C:18]3[CH:23]=[CH:22][CH:21]=[C:20]([C:24]4[CH:29]=[C:28]([CH3:30])[CH:27]=[CH:26][C:25]=4[CH3:31])[CH:19]=3)=[CH:10][CH:9]=2)[CH2:6][CH2:5][CH2:4][CH2:3][CH2:2]1.[CH3:33][I:34]>CN(C=O)C>[I-:34].[CH3:33][N+:1]1([CH2:7][C:8]2[CH:13]=[CH:12][C:11]([NH:14][C:15](=[O:32])/[CH:16]=[CH:17]/[C:18]3[CH:23]=[CH:22][CH:21]=[C:20]([C:24]4[CH:29]=[C:28]([CH3:30])[CH:27]=[CH:26][C:25]=4[CH3:31])[CH:19]=3)=[CH:10][CH:9]=2)[CH2:6][CH2:5][CH2:4][CH2:3][CH2:2]1 |f:3.4|. Reported procedure: In DMF (6ml) was dissolved (E)-N-[4-(piperidino-methyl)-phenyl]-3-(2,5-dimethylphenyl)cinnamamide (0.60g), and to the mixture was added methyl iodide (0.60g). The mixture was stirred at room temperature for 20 hours and concentrated under reduced pressure. The residue was crystallized from ethyl acetate to give (E)-1-methyl-1-[4-(3-(2,5-dimethylphenyl)cinnamamido)benzyl]-piperidinium iodide (Compound 76) (0.66g) as pale yellow crystals. Reactants: BrC1=CC=C(C=C1)C(CNS(=O)(=O)C(C)C)C (N-2-(4-Bromophenyl)propyl 2-propylsulfonamide), C(CCC)[Sn](C=1OC=CC1)(CCCC)CCCC (2-(tributylstannyl)-furan). Reagents/catalysts: C=1C=CC(=CC1)[P](C=2C=CC=CC2)(C=3C=CC=CC3)[Pd]([P](C=4C=CC=CC4)(C=5C=CC=CC5)C=6C=CC=CC6)([P](C=7C=CC=CC7)(C=8C=CC=CC8)C=9C=CC=CC9)[P](C=1C=CC=CC1)(C=1C=CC=CC1)C=1C=CC=CC1 (tetrakis(triphenylphosphine)palladium). Solvent: C(C)OCC (ethyl ether), O1CCOCC1 (dioxane). Product: O1C(=CC=C1)C1=CC=C(C=C1)C(CNS(=O)(=O)C(C)C)C (N-2-(4-(2-furyl)phenyl)propyl 2-propanesulfonamide). Isolated yield 40.7%. Reaction SMILES: Br[C:2]1[CH:7]=[CH:6][C:5]([CH:8]([CH3:17])[CH2:9][NH:10][S:11]([CH:14]([CH3:16])[CH3:15])(=[O:13])=[O:12])=[CH:4][CH:3]=1.C([Sn](CCCC)(CCCC)[C:23]1[O:24][CH:25]=[CH:26][CH:27]=1)CCC>O1CCOCC1.C(OCC)C.C1C=CC([P]([Pd]([P](C2C=CC=CC=2)(C2C=CC=CC=2)C2C=CC=CC=2)([P](C2C=CC=CC=2)(C2C=CC=CC=2)C2C=CC=CC=2)[P](C2C=CC=CC=2)(C2C=CC=CC=2)C2C=CC=CC=2)(C2C=CC=CC=2)C2C=CC=CC=2)=CC=1>[O:24]1[CH:25]=[CH:26][CH:27]=[C:23]1[C:2]1[CH:7]=[CH:6][C:5]([CH:8]([CH3:17])[CH2:9][NH:10][S:11]([CH:14]([CH3:16])[CH3:15])(=[O:13])=[O:12])=[CH:4][CH:3]=1 |^1:50,52,71,90|. Procedure: To a solution of 0.5 g (1.6 mmol) of material from Example 27 and 0.6 g (1.7 mmol) of 2-(tributylstannyl)-furan in 5 mL of dioxane was added 0.1 g (0.1 mmol) of tetrakis(triphenylphosphine)palladium (0). The mixture was heated to reflux for 16 hours, cooled to ambient temperature and diluted with 5 mL of ethyl ether. The mixture was washed once with 5 mL of saturated aqueous potassium fluoride, the organic layer was separated and the aqueous portion was extracted three times with 5 mL each of et...